Dataset: the Open Reaction Database (ORD), a public repository of structured organic reaction records. Task: describe an organic reaction: reactants, conditions, products, and yield The reactants are O=C=Nc1ccccc1F, C1CCOC1, Nc1cccc2c1CCN(Cc1ccnc3ccccc13)C2. The product is O=C(Nc1ccccc1F)Nc1cccc2c1CCN(Cc1ccnc3ccccc13)C2. As a reaction SMILES: [F:23][c:24]1[c:25]([N:30]=[C:31]=[O:32])[cH:26][cH:27][cH:28][cH:29]1.[O:33]1[CH2:34][CH2:35][CH2:36][CH2:37]1.[n:1]1[cH:2][cH:3][c:4]([CH2:11][N:12]2[CH2:13][c:14]3[cH:15][cH:16][cH:17][c:18]([NH2:22])[c:19]3[CH2:20][CH2:21]2)[c:5]2[cH:6][cH:7][cH:8][cH:9][c:10]12>>[n:1]1[cH:2][cH:3][c:4]([CH2:11][N:12]2[CH2:13][c:14]3[cH:15][cH:16][cH:17][c:18]([NH:22][C:31]([NH:30][c:25]4[c:24]([F:23])[cH:29][cH:28][cH:27][cH:26]4)=[O:32])[c:19]3[CH2:20][CH2:21]2)[c:5]2[cH:6][cH:7][cH:8][cH:9][c:10]12. Reactants: C(=O)CCC12C(C(=O)NC1=O)C(=C(C=C2)C)C (2-(2-formyl-ethyl)-5,6-dimethyl-phthalimide), CNCC=1C=NC=CC1 (3-(methylamino-methyl)-pyridine). Yields the product CN(CCCC12C(C(=O)NC1=O)C(=C(C=C2)C)C)CC=2C=NC=CC2 (2-[N-Methyl-N-((pyridin-3-yl)-methyl)-3-amino-propyl]-5,6-dimethyl-phthalimide). Reaction SMILES: [CH:1]([CH2:3][CH2:4][C:5]12[CH:15]=[CH:14][C:13]([CH3:16])=[C:12]([CH3:17])[CH:6]1[C:7]([NH:9][C:10]2=[O:11])=[O:8])=O.[CH3:18][NH:19][CH2:20][C:21]1[CH:22]=[N:23][CH:24]=[CH:25][CH:26]=1>>[CH3:18][N:19]([CH2:20][C:21]1[CH:22]=[N:23][CH:24]=[CH:25][CH:26]=1)[CH2:1][CH2:3][CH2:4][C:5]12[CH:15]=[CH:14][C:13]([CH3:16])=[C:12]([CH3:17])[CH:6]1[C:7]([NH:9][C:10]2=[O:11])=[O:8]. Procedure: Prepared from 2-(2-formyl-ethyl)-5,6-dimethyl-phthalimide and 3-(methylamino-methyl)-pyridine analogously to Example 4. Reactants: Cl.Cl.COC1=C(C=C(C(=C1)N)C)N (2-methoxy-5-methyl paraphenylenediamine dihydrochloride), N (ammonia), NC=1C(=C(C(=CC1)C)O)C (3-amino-2,6-dimethyl phenol), N (ammonia), OO (hydrogen peroxide). Solvent: O (water), O (water). Run at time 4 hour. Product: C1=CC(=O)C=CC1=NC2=CC=C(C=C2)N (indoaniline). Isolated yield 78.2%. As a reaction SMILES: Cl.Cl.CO[C:5]1[CH:10]=[C:9]([NH2:11])[C:8](C)=[CH:7][C:6]=1[NH2:13].N.N[C:16]1[C:17](C)=[C:18]([OH:23])[C:19](C)=[CH:20][CH:21]=1.OO>O>[CH:16]1[C:21](=[N:13][C:6]2[CH:5]=[CH:10][C:9]([NH2:11])=[CH:8][CH:7]=2)[CH:20]=[CH:19][C:18](=[O:23])[CH:17]=1 |f:0.1.2|. Reported procedure: 0.2 mole (4.5 g) 2-methoxy-5-methyl paraphenylenediamine dihydrochloride is dissolved in 200 cc water and the pH thereof is adjusted to 8 by the addition thereto of ammonia. This solution is immediately added to 0.02 mole (2.74 g) 3-amino-2,6-dimethyl phenol, previously dissolved in 200 cc water. To the resulting mixture there are added 60 cc ammonia 22° Be and 260 cc hydrogen peroxide to make 20 volumes. The mixture is allowed to stand at room temperature for four hours. On filtering the reacti... The reactants are CC=1NC(OC1C)=S (4,5-dimethyl-2-thiono-4-oxazoline), C(CC)N1C(C=2C(C1=O)=CC=CC2)=S (N-propylthiophthalimide). The product is CC=1N=C(OC1C)SSCCC ((4,5-dimethyl-2-oxazolyl)propyl-disulphide). As a reaction SMILES: [CH3:1][C:2]1[NH:3][C:4](=[S:8])[O:5][C:6]=1[CH3:7].C(N1C(=O)C2=CC=C[CH:21]=[C:14]2[C:13]1=[S:22])CC>>[CH3:1][C:2]1[N:3]=[C:4]([S:8][S:22][CH2:13][CH2:14][CH3:21])[O:5][C:6]=1[CH3:7]. Procedure: Starting from 4,5-dimethyl-2-thiono-4-oxazoline and N-propylthiophthalimide there is obtained (4,5-dimethyl-2-oxazolyl)propyl-disulphide. nD20 = 1.5321. IR (liq.): bands inter alia at 2980, 1635, 1450, 1225, 1173, 1100, 945, 740 cm-1. The reactants are C(C1=CC=CC=C1)N1CC(C(C1)C)CN (1-Benzyl-4-methyl-3-aminomethylpyrrolidine), C(#N)[BH3-].[Na+] (sodium cyanoborohydride), C(C1=CC=CC=C1)=O (benzaldehyde), C(#N)[BH3-].[Na+] (sodium cyanoborohydride), aqueous solution, [OH-].[Na+] (sodium hydroxide). The solvent is CO (methanol). Reaction conditions: time 1 hour. Yields the product C(C1=CC=CC=C1)N1C[C@H]([C@H](C1)C)CNCC1=CC=CC=C1 (cis-1-benzyl-3-benzylaminomethyl-4-methylpyrrolidine). Reaction SMILES: [CH2:1]([N:8]1[CH2:12][CH:11]([CH3:13])[CH:10]([CH2:14][NH2:15])[CH2:9]1)[C:2]1[CH:7]=[CH:6][CH:5]=[CH:4][CH:3]=1.[CH:16](=O)[C:17]1[CH:22]=[CH:21][CH:20]=[CH:19][CH:18]=1.C([BH3-])#N.[Na+].[OH-].[Na+]>CO>[CH2:1]([N:8]1[CH2:12][C@H:11]([CH3:13])[C@H:10]([CH2:14][NH:15][CH2:16][C:17]2[CH:22]=[CH:21][CH:20]=[CH:19][CH:18]=2)[CH2:9]1)[C:2]1[CH:7]=[CH:6][CH:5]=[CH:4][CH:3]=1 |f:2.3,4.5|. Procedure details: c is-1-Benzyl-4-methyl-3-aminomethylpyrrolidine (1000 mg) was dissolved in methanol (10 mL). While this solution was cooled on an ice bath, benzaldehyde (0.50 mL) was added dropwise and the mixture was stirred at room temperature for 1 hour. Subsequently, sodium cyanoborohydride (184 mg) was added and the mixture was stirred at room temperature for 1.5 hours. This was followed by a second addition of sodium cyanoborohydride (123 mg) and stirring for additional 5.5 hours. Subsequently, a 2mol/L a...